This data is from the Open Reaction Database (ORD), a public repository of structured organic reaction records. The task is: describe an organic reaction: reactants, conditions, products, and yield RXN SMILES: [CH3:1][O:2][C:3]1[C:4]([O:14][CH3:15])=[CH:5][C:6]2[S:10](=[O:12])(=[O:11])[N:9]=[CH:8][C:7]=2[CH:13]=1.Br[CH2:17][CH2:18][CH2:19][Cl:20]>[OH-].[Na+].C(O)C>[Cl:20][CH2:19][CH2:18][CH2:17][N:9]1[CH2:8][C:7]2[CH:13]=[C:3]([O:2][CH3:1])[C:4]([O:14][CH3:15])=[CH:5][C:6]=2[S:10]1(=[O:12])=[O:11] |f:2.3|. Starting materials: COC=1C(=CC2=C(C=NS2(=O)=O)C1)OC (5,6-Dimethoxy-1,2-benzisothiazoline-1,1-dioxide), BrCCCCl (3-bromo-1-chloro-propane). The solvent is [OH-].[Na+] (sodium hydroxide), C(C)O (ethanol). Procedure details: 2.4 gm (10.5 millimols) of the compound obtained in step (d) were dissolved in a mixture of 15 ml of an aqueous 2.5% sodium hydroxide solution and 30 ml of ethanol, and the solution was refluxed for 8 hours after addition of 10 ml of 3-bromo-1-chloro-propane. The reaction mixture was thereafter evaporated to half its volume, diluted with water and extracted with chloroform. After drying of the organic phase it was evaporated in vacuo, and the desired product was obtained as a highly viscous oil.... Product: ClCCCN1S(C2=C(C1)C=C(C(=C2)OC)OC)(=O)=O (N-(3-Chloropropyl)-5,6-dimethoxy-1,2-benzisothiazoline-1,1-dioxide). Reactants: O=C([O-])[O-], CC(Br)C(=O)NS(=O)(=O)c1ccc2c(c1)CC(C)(C)O2, CC(C)=O, Cc1nn(-c2cc(O)c(Cl)cc2F)c(=O)n1C(F)F, [K+], [K+]. Product: Cc1nn(-c2cc(OC(C)C(=O)NS(=O)(=O)c3ccc4c(c3)CC(C)(C)O4)c(Cl)cc2F)c(=O)n1C(F)F. As a reaction SMILES: [C:20](=[O:21])([O-:22])[O-:23].[CH3:26][C:27]1([CH3:45])[O:28][c:29]2[c:30]([cH:32][c:33]([S:36](=[O:37])(=[O:38])[NH:39][C:40]([CH:41]([CH3:42])[Br:43])=[O:44])[cH:34][cH:35]2)[CH2:31]1.[CH3:46][C:47](=[O:48])[CH3:49].[Cl:1][c:2]1[cH:3][c:4]([F:19])[c:5](-[n:9]2[n:10][c:11]([CH3:18])[n:12]([CH:15]([F:16])[F:17])[c:13]2=[O:14])[cH:6][c:7]1[OH:8].[K+:24].[K+:25]>>[Cl:1][c:2]1[cH:3][c:4]([F:19])[c:5](-[n:9]2[n:10][c:11]([CH3:18])[n:12]([CH:15]([F:16])[F:17])[c:13]2=[O:14])[cH:6][c:7]1[O:8][CH:41]([C:40]([NH:39][S:36]([c:33]1[cH:32][c:30]2[c:29]([cH:35][cH:34]1)[O:28][C:27]([CH3:26])([CH3:45])[CH2:31]2)(=[O:37])=[O:38])=[O:44])[CH3:42]. Procedure details: Using the conditions of General Procedure A for Suzuki Coupling and Hydrolysis in Parallel Mode, 2-bromo-5-[4-(3,4-dichloro-phenyl)-thiazol-2-yl]-benzoic acid methyl ester (which may be prepared as described for Intermediate 6; 111 mg, 0.25 mmol) was reacted with 2-chloro-3-(trifluoromethyl)phenylboronic acid (available from Combi-Blocks Inc.; 112 mg, 0.5 mmol). The resulting ester was hydrolyzed and the acid was purified to give 2′-chloro-4-[4-(3,4-dichloro-phenyl)-thiazol-2-yl]-3′-trifluoromet... The reactants are ester, COC(C1=C(C=CC(=C1)C=1SC=C(N1)C1=CC(=C(C=C1)Cl)Cl)Br)=O (2-bromo-5-[4-(3,4-dichloro-phenyl)-thiazol-2-yl]-benzoic acid methyl ester), COC(C1=C(C=CC(=C1)C=1SC=C(N1)C1=CC(=C(C=C1)Cl)Cl)Br)=O (2-bromo-5-[4-(3,4-dichloro-phenyl)-thiazol-2-yl]-benzoic acid methyl ester), ClC1=C(C=CC=C1C(F)(F)F)B(O)O (2-chloro-3-(trifluoromethyl)phenylboronic acid). Yield: 2.3%. As a reaction SMILES: C[O:2][C:3](=[O:24])[C:4]1[CH:9]=[C:8]([C:10]2[S:11][CH:12]=[C:13]([C:15]3[CH:20]=[CH:19][C:18]([Cl:21])=[C:17]([Cl:22])[CH:16]=3)[N:14]=2)[CH:7]=[CH:6][C:5]=1Br.[Cl:25][C:26]1[C:31]([C:32]([F:35])([F:34])[F:33])=[CH:30][CH:29]=[CH:28][C:27]=1B(O)O>>[Cl:25][C:26]1[C:31]([C:32]([F:33])([F:34])[F:35])=[CH:30][CH:29]=[CH:28][C:27]=1[C:5]1[C:4]([C:3]([OH:2])=[O:24])=[CH:9][C:8]([C:10]2[S:11][CH:12]=[C:13]([C:15]3[CH:20]=[CH:19][C:18]([Cl:21])=[C:17]([Cl:22])[CH:16]=3)[N:14]=2)=[CH:7][CH:6]=1. Yields the product ClC1=C(C=CC=C1C(F)(F)F)C=1C(=CC(=CC1)C=1SC=C(N1)C1=CC(=C(C=C1)Cl)Cl)C(=O)O (2′-chloro-4-[4-(3,4-dichloro-phenyl)-thiazol-2-yl]-3′-trifluoromethyl-biphenyl-2-carboxylic acid). The reactants are COC1=CC2=C(CC(=O)S2)C=C1 (6-methoxythianaphthen-2-one), C(C=1C(O)=CC=CC1)=O (salicylaldehyde). Reagents/catalysts: C(C)N(CC)CC (triethylamine). Run in C(C)O (ethanol), C(Cl)Cl (methylene chloride). Reaction conditions: time 1 hour. Yields the product COC1=CC2=C(C=C1)C1C(OC3=C(C1S2)C=CC=C3)=O (6a,11a-Dihydro-9-methoxy-6-H-[1]benzothieno[3,2-c][1]benzopyran-6-one). Isolated yield 82.8%. RXN SMILES: [CH3:1][O:2][C:3]1[CH:12]=[CH:11][C:6]2[CH2:7][C:8]([S:10][C:5]=2[CH:4]=1)=[O:9].[CH:13](=O)[C:14]1[C:15](=[CH:17][CH:18]=[CH:19][CH:20]=1)[OH:16]>C(O)C.C(Cl)Cl.C(N(CC)CC)C>[CH3:1][O:2][C:3]1[CH:12]=[CH:11][C:6]2[CH:7]3[CH:13]([S:10][C:5]=2[CH:4]=1)[C:14]1[CH:20]=[CH:19][CH:18]=[CH:17][C:15]=1[O:16][C:8]3=[O:9]. Procedure details: To a stirred solution of 6-methoxythianaphthen-2-one (52.6 g, 290 mmol) in a mixture of ethanol (260 mL) and methylene chloride (130 mL) was added triethylamine (2.0 mL, 14.8 mmol) followed by salicylaldehyde (32 mL, 300 mmol) at room temperature. After 1 h, a solid began to precipitate and stirring was continued for 3.5 h. The mixture was then diluted with cold hexane and filtered to yield 68.3 g (83%) of the title product as a powdery white solid, pure by 1H-NMR analysis: 1H NMR (300 MHz, CDCl... Starting materials: ClC1=CC=C(C(=O)CC(=O)OCC)C=C1 (ethyl p-chlorobenzoylacetate), C1(=CC=CC=C1)NN (phenylhydrazine), [H-].[Na+] (sodium hydride), ClC1=CC=C(C=C1)C(C)=O (p-chloroacetophenone), C(OCC)(OCC)=O (diethyl carbonate), ClC1=CC=C(C=C1)C1=NN(C(C1)=O)C1=CC=CC=C1 (3-p-chlorophenyl-1-phenyl-2-pyrazoline-5-one). Run in C(C)(=O)O (acetic acid), C(C)O (ethanol). The product is ClC1=C(C(=NN1C1=CC=CC=C1)C1=CC=C(C=C1)Cl)C=O (5-Chloro-3-p-chlorophenyl-1-phenyl-pyrazole-4-carboxaldehyde). As a reaction SMILES: [Cl:1][C:2]1[CH:15]=[CH:14][C:5]([C:6]([CH2:8][C:9]([O:11]CC)=O)=O)=[CH:4][CH:3]=1.[Cl:16][C:17]1C=CC(C(=O)C)=CC=1.C(=O)(OCC)OCC.[H-].[Na+].[C:36]1([NH:42][NH2:43])[CH:41]=[CH:40][CH:39]=[CH:38][CH:37]=1.ClC1C=CC(C2CC(=O)N(C3C=CC=CC=3)N=2)=CC=1>C(O)C.C(O)(=O)C>[Cl:16][C:17]1[N:42]([C:36]2[CH:41]=[CH:40][CH:39]=[CH:38][CH:37]=2)[N:43]=[C:6]([C:5]2[CH:4]=[CH:3][C:2]([Cl:1])=[CH:15][CH:14]=2)[C:8]=1[CH:9]=[O:11] |f:3.4|. Procedure: 50.8 g of ethyl p-chlorobenzoylacetate (produced for example from p-chloroacetophenone, diethyl carbonate and sodium hydride with a yield of 72 %) 29 g of phenylhydrazine, 5 ml of glacial acetic acid and 150 ml of ethanol are heated in a nitrogen atmosphere for 1 hour at boiling point. After cooling in an ice bath 3-p-chlorophenyl-1-phenyl-2-pyrazoline-5-one is obtained with a yield of 84 %; F 160.5°-161.5°. The reactants are [Ag+], O=C(O)C1CCC1, Cc1cccc(C)c1-c1ccc(Cl)nn1, O=[N+]([O-])[O-], [NH4+], [NH4+], [NH4+], [OH-], O, O=S(=O)(O)O, O=S(=O)([O-])OOS(=O)(=O)[O-]. Product: Cc1cccc(C)c1-c1cc(C2CCC2)c(Cl)nn1. Reaction SMILES: [Ag+:47].[CH:16]1([C:20]([OH:21])=[O:22])[CH2:17][CH2:18][CH2:19]1.[Cl:1][c:2]1[n:3][n:4][c:5](-[c:8]2[c:9]([CH3:15])[cH:10][cH:11][cH:12][c:13]2[CH3:14])[cH:6][cH:7]1.[N+:43]([O-:44])([O-:45])=[O:46].[NH4+:38].[NH4+:39].[NH4+:40].[OH-:41].[OH2:42].[S:23](=[O:24])(=[O:25])([OH:26])[OH:27].[S:28]([O:29][O:30][S:31]([O-:32])(=[O:33])=[O:34])([O-:35])(=[O:36])=[O:37]>>[Cl:1][c:2]1[n:3][n:4][c:5](-[c:8]2[c:9]([CH3:15])[cH:10][cH:11][cH:12][c:13]2[CH3:14])[cH:6][c:7]1[CH:16]1[CH2:17][CH2:18][CH2:19]1.